describe an organic reaction: reactants, conditions, products, and yield From a dataset of the Open Reaction Database (ORD), a public repository of structured organic reaction records. The reactants are ClC1=NC(=CC(=N1)C(C)(C)S(=O)(=O)CCCO[Si](C(C)C)(C(C)C)C(C)C)N1[C@H](COCC1)C (3-[2-[2-chloro-6-[(3S)-3-methylmorpholin-4-yl]pyrimidin-4-yl]propan-2-ylsulfonyl]propoxy-tri(propan-2-yl)silane), CC1(OB(OC1(C)C)C1=CC=C(N)C=C1)C (4-(4,4,5,5-tetramethyl-1,3,2-dioxaborolan-2-yl)aniline), C([O-])([O-])=O.[Na+].[Na+] (sodium carbonate), [F-].C(CCC)[N+](CCCC)(CCCC)CCCC (tetrabutylammonium fluoride). The reagents and catalysts are Cl[Pd]([P](C1=CC=CC=C1)(C2=CC=CC=C2)C3=CC=CC=C3)([P](C4=CC=CC=C4)(C5=CC=CC=C5)C6=CC=CC=C6)Cl (Bis(triphenylphosphine)palladium(II) chloride). The solvent is C(C)O (ethanol), O (water), COCCOC (DME), CN(C)C=O (DMF), C(Cl)Cl (DCM), C(C)(=O)OCC (ethyl acetate), C(Cl)Cl (DCM). Conditions: temperature 90 celsius, time 5 hour. Product: NC1=CC=C(C=C1)C1=NC(=CC(=N1)C(C)(C)S(=O)(=O)CCCO)N1[C@H](COCC1)C (3-[2-[2-(4-Aminophenyl)-6-[(3S)-3-methylmorpholin-4-yl]pyrimidin-4-yl]propan-2-ylsulfonyl]propan-1-ol). Yield: 61.5%. As a reaction SMILES: Cl[C:2]1[N:7]=[C:6]([C:8]([S:11]([CH2:14][CH2:15][CH2:16][O:17][Si](C(C)C)(C(C)C)C(C)C)(=[O:13])=[O:12])([CH3:10])[CH3:9])[CH:5]=[C:4]([N:28]2[CH2:33][CH2:32][O:31][CH2:30][C@@H:29]2[CH3:34])[N:3]=1.CC1(C)C(C)(C)OB([C:43]2[CH:49]=[CH:48][C:46]([NH2:47])=[CH:45][CH:44]=2)O1.C(=O)([O-])[O-].[Na+].[Na+].[F-].C([N+](CCCC)(CCCC)CCCC)CCC>C(OCC)(=O)C.C(Cl)Cl.Cl[Pd](Cl)([P](C1C=CC=CC=1)(C1C=CC=CC=1)C1C=CC=CC=1)[P](C1C=CC=CC=1)(C1C=CC=CC=1)C1C=CC=CC=1.C(O)C.O.COCCOC.CN(C=O)C>[NH2:47][C:46]1[CH:48]=[CH:49][C:43]([C:2]2[N:7]=[C:6]([C:8]([S:11]([CH2:14][CH2:15][CH2:16][OH:17])(=[O:12])=[O:13])([CH3:10])[CH3:9])[CH:5]=[C:4]([N:28]3[CH2:33][CH2:32][O:31][CH2:30][C@@H:29]3[CH3:34])[N:3]=2)=[CH:44][CH:45]=1 |f:2.3.4,5.6,^1:86,105|. Procedure: Bis(triphenylphosphine)palladium(II) chloride (0.176 g, 0.25 mmol) was added to 3-[2-[2-chloro-6-[(3S)-3-methylmorpholin-4-yl]pyrimidin-4-yl]propan-2-ylsulfonyl]propoxy-tri(propan-2-yl)silane (2 g, 3.74 mmol), 4-(4,4,5,5-tetramethyl-1,3,2-dioxaborolan-2-yl)aniline (1.107 g, 5.05 mmol) and 2M sodium carbonate solution (3 mL, 6.00 mmol) in a solvent mixture of DMF (5 mL), DME (8 mL), water (2 mL) and ethanol (1.5 mL) and the resulting mixture stirred at 90° C. for 5 hours, under an inert atmospher... Reactants: CO, C[S-], O=C(CBr)c1cccc(Cl)c1[N+](=O)[O-], [Na+]. Yields the product CSCC(=O)c1cccc(Cl)c1[N+](=O)[O-]. RXN SMILES: [CH3:18][OH:19].[CH3:1][S-:2].[N+:4](=[O:5])([O-:6])[c:7]1[c:8]([C:14]([CH2:15][Br:16])=[O:17])[cH:9][cH:10][cH:11][c:12]1[Cl:13].[Na+:3]>>[CH3:1][S:2][CH2:15][C:14]([c:8]1[c:7]([N+:4](=[O:5])[O-:6])[c:12]([Cl:13])[cH:11][cH:10][cH:9]1)=[O:17].